Dataset: the Open Reaction Database (ORD), a public repository of structured organic reaction records. Task: describe an organic reaction: reactants, conditions, products, and yield Reactants: COC1=C(CO)C=CC(=C1OC)OC (2,3,4-trimethoxybenzyl alcohol), Cl (hydrochloric acid). Solvent: O (water). Conditions: temperature 0 celsius. Yields the product COC1=C(CCl)C=CC(=C1OC)OC (2,3,4-trimethoxybenzyl chloride). As a reaction SMILES: [CH3:1][O:2][C:3]1[C:10]([O:11][CH3:12])=[C:9]([O:13][CH3:14])[CH:8]=[CH:7][C:4]=1[CH2:5]O.[ClH:15]>O>[CH3:1][O:2][C:3]1[C:10]([O:11][CH3:12])=[C:9]([O:13][CH3:14])[CH:8]=[CH:7][C:4]=1[CH2:5][Cl:15]. Reported procedure: 5.0 g (4.34 mmols) of 2,3,4-trimethoxybenzyl alcohol was dropwise added to 10 ml of conc. hydrochloric acid under stirring at 0° C. The mixture was stirred at 0° C. for further 5 minutes. After the reaction, water was added to the mixture followed by extraction of the solution with diethyl ether. The diethyl ether layer was dried over anhydrous sodium sulfate, and the solvent was evaporated under reduced pressure to afford 4.80 g of 2,3,4-trimethoxybenzyl chloride as a crude product. Starting materials: C(C1=CC=CC=C1)OCC(=O)NC1=CC=C(C=C1)OC(COCC1=CC=CC=C1)=O (Benzyloxy-acetic acid 4-(2-benzyloxy-acetylamino)-phenyl ester). The reagents and catalysts are [Pd] (Palladium on carbon). The solvent is CO (methanol). Run at time 10 hour. Product: OCC(=O)NC1=CC=C(C=C1)OC(CO)=O (Hydroxy-acetic acid 4-(2-hydroxy-acetylamino)-phenyl ester). RXN SMILES: C([O:8][CH2:9][C:10]([NH:12][C:13]1[CH:18]=[CH:17][C:16]([O:19][C:20](=[O:30])[CH2:21][O:22]CC2C=CC=CC=2)=[CH:15][CH:14]=1)=[O:11])C1C=CC=CC=1>CO.[Pd]>[OH:8][CH2:9][C:10]([NH:12][C:13]1[CH:14]=[CH:15][C:16]([O:19][C:20](=[O:30])[CH2:21][OH:22])=[CH:17][CH:18]=1)=[O:11]. Procedure: Benzyloxy-acetic acid 4-(2-benzyloxy-acetylamino)-phenyl ester 7 is dissolved in methanol (50 ml) in a pressure vessel, Palladium on carbon (5%, 4 grams) added and the mixture stirred under an atmosphere of hydrogen (4 Kg) for 10 hours. The catalyst is removed by filtration, methanol distilled under vacuum. The crude 8 can be purified by column chromatography on silica gel using benzene: ethyl acetate (8:2) as eluant to get the desired product. Procedure details: A solution of 4.8 g of 2-butyl-4-chloro-5-formyl-1-[(2'-methoxycarbonyl-1,1'-biphenyl-4-yl)methyl]-1H-imidazole in 100 ml of absolute ethanol is added with a solution of 0.44 g of NaBH4 in 10 ml of ethanol. The mixture is stirred at room temperature for 1 hour then is acidified with glacial CH3COOH to pH 4. The resulting solution is evaporated to dryness under reduced pressure and the residue is taken up into ether. The in soluble part is filtered, the ether solution is evaporated to dryness and... Reactants: CC(=O)O (CH3COOH), C(CCC)C=1N(C(=C(N1)Cl)C=O)CC1=CC=C(C=C1)C1=C(C=CC=C1)C(=O)OC (2-butyl-4-chloro-5-formyl-1-[(2'-methoxycarbonyl-1,1'-biphenyl-4-yl)methyl]-1H-imidazole), [BH4-].[Na+] (NaBH4). Run in C(C)O (ethanol), C(C)O (ethanol). Run at time 1 hour. Product: C(CCC)C=1N(C(=C(N1)Cl)CO)CC1=CC=C(C=C1)C1=C(C=CC=C1)C(=O)OC (2-butyl-4-chloro-5-hydroxymethyl-1-[(2'-methoxycarbonyl-1,1'-biphenyl-4-yl)methyl]-1H-imidazole). RXN SMILES: [CH2:1]([C:5]1[N:6]([CH2:13][C:14]2[CH:19]=[CH:18][C:17]([C:20]3[CH:25]=[CH:24][CH:23]=[CH:22][C:21]=3[C:26]([O:28][CH3:29])=[O:27])=[CH:16][CH:15]=2)[C:7]([CH:11]=[O:12])=[C:8]([Cl:10])[N:9]=1)[CH2:2][CH2:3][CH3:4].[BH4-].[Na+].CC(O)=O>C(O)C>[CH2:1]([C:5]1[N:6]([CH2:13][C:14]2[CH:19]=[CH:18][C:17]([C:20]3[CH:25]=[CH:24][CH:23]=[CH:22][C:21]=3[C:26]([O:28][CH3:29])=[O:27])=[CH:16][CH:15]=2)[C:7]([CH2:11][OH:12])=[C:8]([Cl:10])[N:9]=1)[CH2:2][CH2:3][CH3:4] |f:1.2|. The reactants are Cc1cc(C)cc(C(=O)c2[nH]c(=O)[nH]c(=O)c2C(C)C)c1, FC(F)(F)Oc1ccc(CBr)cc1. Yields the product Cc1cc(C)cc(C(=O)c2c(C(C)C)c(=O)[nH]c(=O)n2Cc2ccc(OC(F)(F)F)cc2)c1. Reaction SMILES: [CH:1]([CH3:2])([CH3:3])[c:4]1[c:5](=[O:21])[nH:6][c:7](=[O:20])[nH:8][c:9]1[C:10]([c:11]1[cH:12][c:13]([CH3:18])[cH:14][c:15]([CH3:17])[cH:16]1)=[O:19].[F:22][C:23]([O:24][c:25]1[cH:26][cH:27][c:28]([CH2:29][Br:30])[cH:31][cH:32]1)([F:33])[F:34]>>[CH:1]([CH3:2])([CH3:3])[c:4]1[c:5](=[O:21])[nH:6][c:7](=[O:20])[n:8]([CH2:29][c:28]2[cH:27][cH:26][c:25]([O:24][C:23]([F:22])([F:33])[F:34])[cH:32][cH:31]2)[c:9]1[C:10]([c:11]1[cH:12][c:13]([CH3:18])[cH:14][c:15]([CH3:17])[cH:16]1)=[O:19]. RXN SMILES: [F:25][C:26]([F:27])([F:28])[C:29]([O-:30])=[O:31].[F:33][C:34]([F:35])([F:36])[C:37]([O:38][C:39](=[O:40])[C:41]([F:42])([F:43])[F:44])=[O:45].[N:1]1([c:8]2[cH:9][cH:10][c:11]([S:14](=[O:15])(=[O:16])[NH:17][CH2:18][CH:19]([CH2:20][C:21](=[O:22])[OH:23])[OH:24])[cH:12][cH:13]2)[CH2:2][CH2:3][CH2:4][CH2:5][CH2:6][CH2:7]1.[Na+:32]>>[N:1]1([c:8]2[cH:9][cH:10][c:11]([S:14](=[O:15])(=[O:16])[N:17]3[CH2:18][CH:19]([OH:24])[CH2:20][C:21]3=[O:23])[cH:12][cH:13]2)[CH2:2][CH2:3][CH2:4][CH2:5][CH2:6][CH2:7]1. The reactants are O=C([O-])C(F)(F)F, O=C(OC(=O)C(F)(F)F)C(F)(F)F, O=C(O)CC(O)CNS(=O)(=O)c1ccc(N2CCCCCC2)cc1, [Na+]. Product: O=C1CC(O)CN1S(=O)(=O)c1ccc(N2CCCCCC2)cc1.